Dataset: the Open Reaction Database (ORD), a public repository of structured organic reaction records. Task: describe an organic reaction: reactants, conditions, products, and yield The reactants are CCCC[N+](CCCC)(CCCC)CCCC, C1CCOC1, [F-], CC(C)(C)[Si](C)(C)OC(CN=[N+]=[N-])c1ccc(OCc2ccccc2)c2[nH]c(=O)ccc12. The product is [N-]=[N+]=NCC(O)c1ccc(OCc2ccccc2)c2[nH]c(=O)ccc12. RXN SMILES: [CH2:2]([N+:3]([CH2:4][CH2:5][CH2:6][CH3:7])([CH2:8][CH2:9][CH2:10][CH3:11])[CH2:12][CH2:13][CH2:14][CH3:15])[CH2:16][CH2:17][CH3:18].[CH2:51]1[O:52][CH2:53][CH2:54][CH2:55]1.[F-:1].[N:19](=[N+:20]=[N-:21])[CH2:22][CH:23]([O:24][Si:25]([C:26]([CH3:27])([CH3:28])[CH3:29])([CH3:30])[CH3:31])[c:32]1[c:33]2[cH:34][cH:35][c:36](=[O:50])[nH:37][c:38]2[c:39]([O:42][CH2:43][c:44]2[cH:45][cH:46][cH:47][cH:48][cH:49]2)[cH:40][cH:41]1>>[N:19](=[N+:20]=[N-:21])[CH2:22][CH:23]([OH:24])[c:32]1[c:33]2[cH:34][cH:35][c:36](=[O:50])[nH:37][c:38]2[c:39]([O:42][CH2:43][c:44]2[cH:45][cH:46][cH:47][cH:48][cH:49]2)[cH:40][cH:41]1.